Dataset: the Open Reaction Database (ORD), a public repository of structured organic reaction records. Task: describe an organic reaction: reactants, conditions, products, and yield Reactants: 1(iv), FC(C(=O)O)(F)F (trifluoroacetic acid), FC(S(=O)(=O)O)(F)F (trifluoromethanesulfonic acid), COC1=CC=C(CS[C@H]2C[C@H](N(C2)C(=O)OCC2=CC=C(C=C2)[N+](=O)[O-])C(=O)N2CCN(CCC2)C(C)=NC(=O)OCC2=CC=C(C=C2)[N+](=O)[O-])C=C1 ((2S,4S)-4-(4-methoxybenzylthio)-2-[4-(N-4-nitrobenzyloxycarbonylacetimidoyl)homopiperazin-1-ylcarbonyl]-1-(4-nitrobenzyloxycarbonyl)pyrrolidine). Solvent: C1(=CC=CC=C1)OC (anisole). Run at time 1 hour. The product is FC(S(=O)(=O)O)(F)F.S[C@H]1C[C@H](N(C1)C(=O)OCC1=CC=C(C=C1)[N+](=O)[O-])C(=O)N1CCN(CCC1)C(C)=NC(=O)OCC1=CC=C(C=C1)[N+](=O)[O-] ((2S,4S)-4-Mercapto-2-[4-(N-4-nitrobenzyloxycarbonylacetimidoyl)homopiperazin-1-ylcarbonyl]-1-(4-nitrobenzyloxycarbonyl)pyrrolidine Trifluoromethanesulfonate). As a reaction SMILES: FC(F)(F)C(O)=O.[F:8][C:9]([F:15])([F:14])[S:10]([OH:13])(=[O:12])=[O:11].COC1C=CC(C[S:23][C@@H:24]2[CH2:28][N:27]([C:29]([O:31][CH2:32][C:33]3[CH:38]=[CH:37][C:36]([N+:39]([O-:41])=[O:40])=[CH:35][CH:34]=3)=[O:30])[C@H:26]([C:42]([N:44]3[CH2:50][CH2:49][CH2:48][N:47]([C:51](=[N:53][C:54]([O:56][CH2:57][C:58]4[CH:63]=[CH:62][C:61]([N+:64]([O-:66])=[O:65])=[CH:60][CH:59]=4)=[O:55])[CH3:52])[CH2:46][CH2:45]3)=[O:43])[CH2:25]2)=CC=1>C1(OC)C=CC=CC=1>[F:8][C:9]([F:15])([F:14])[S:10]([OH:13])(=[O:12])=[O:11].[SH:23][C@@H:24]1[CH2:28][N:27]([C:29]([O:31][CH2:32][C:33]2[CH:34]=[CH:35][C:36]([N+:39]([O-:41])=[O:40])=[CH:37][CH:38]=2)=[O:30])[C@H:26]([C:42]([N:44]2[CH2:50][CH2:49][CH2:48][N:47]([C:51](=[N:53][C:54]([O:56][CH2:57][C:58]3[CH:59]=[CH:60][C:61]([N+:64]([O-:66])=[O:65])=[CH:62][CH:63]=3)=[O:55])[CH3:52])[CH2:46][CH2:45]2)=[O:43])[CH2:25]1 |f:4.5|. Reported procedure: 2.1 ml of trifluoroacetic acid and 67 μl of trifluoromethanesulfonic acid were added to a solution of 285 mg of (2S,4S)-4-(4-methoxybenzylthio)-2-[4-(N-4-nitrobenzyloxycarbonylacetimidoyl)homopiperazin-1-ylcarbonyl]-1-(4-nitrobenzyloxycarbonyl)pyrrolidine [prepared as described in step (ii) above] in 414 μl of anisole, and the resulting mixture was stirred for 1 hour, whilst ice-cooling. At the end of this time, the reaction mixture was worked up by the same procedure as described in Preparation... Starting materials: BrCCCOC1=CC(=C(N)C=C1)[N+](=O)[O-] (4-(3-bromopropoxy)-2-nitroaniline), CN1CCNCC1 (4-methylpiperazine). The solvent is O (water). Reaction conditions: temperature 100 celsius, time 30 minute. Yields the product CN1CCN(CC1)CCCOC1=CC(=C(N)C=C1)[N+](=O)[O-] (4-(3-(4-methylpiperazin-1-yl)propoxy)-2-nitroaniline). Yield: 60.0%. Reaction SMILES: Br[CH2:2][CH2:3][CH2:4][O:5][C:6]1[CH:12]=[CH:11][C:9]([NH2:10])=[C:8]([N+:13]([O-:15])=[O:14])[CH:7]=1.[CH3:16][N:17]1[CH2:22][CH2:21][NH:20][CH2:19][CH2:18]1>O>[CH3:16][N:17]1[CH2:22][CH2:21][N:20]([CH2:2][CH2:3][CH2:4][O:5][C:6]2[CH:12]=[CH:11][C:9]([NH2:10])=[C:8]([N+:13]([O-:15])=[O:14])[CH:7]=2)[CH2:19][CH2:18]1. Reported procedure: A 100 mL flask was charged with 4-(3-bromopropoxy)-2-nitroaniline (2.2 g, 8.02 mmol) and 4-methylpiperazine (10 mL) and stirred at 100° C. The reaction was monitored by LCMS and complete in 30 minutes. The reaction mixture was treated with water (100 mL) and sonicated in an ultrasonic bath. The resulting solid were filtered off and dried under reduced pressure to give 1.5 g of 4-(3-(4-methylpiperazin-1-yl)propoxy)-2-nitroaniline (60% yield). MS (EI): 295 (MH+).